Dataset: the Open Reaction Database (ORD), a public repository of structured organic reaction records. Task: describe an organic reaction: reactants, conditions, products, and yield The reactants are COC(C(=O)OC)O (methyl 2-methoxy-2-hydroxyacetate), C(CC)=O (propionaldehyde). The reagents and catalysts are C(CCC)NCCCC (di-n-butylamine). Product: C(=O)\C(=C/C(=O)OC)\C (methyl 3-formylcrotonate). Isolated yield 30.4%. RXN SMILES: CO[CH:3](O)[C:4]([O:6][CH3:7])=[O:5].[CH:9](=[O:12])[CH2:10][CH3:11]>C(NCCCC)CCC>[CH:9](/[C:10](/[CH3:11])=[CH:3]\[C:4]([O:6][CH3:7])=[O:5])=[O:12]. Procedure: 3.2 g (0.025 mol) of di-n-butylamine were added to a boiling, at 70° C., mixture of 120 g (1 mol) of methyl 2-methoxy-2-hydroxyacetate and 58 g (1 mol) of propionaldehyde. An exothermic reaction started immediately and the temperature rose to 100° C., when part of the reaction mixture boiled out of the flask. The temperature slowly fell to 90° C. and was maintained at this for 30 min. Fractional distillation of the reaction mixture yielded 38.9 g of methyl 3-formylcrotonate of boiling point (b.p... Reactants: C(C)OC(C(CC=1C=C2C=C(NC2=CC1)C)OCC)=O (rac-2-ethoxy-3-(2-methyl-1H-indol-5-yl)-propionic acid ethyl ester), CC1=C(N=C(O1)C1=CC=CC=C1)CCOS(=O)(=O)C (methanesulfonic acid 2-(5-methyl-2-phenyl-oxazol-4-yl)-ethyl ester). Product: C(C)OC(C(=O)O)CC=1C=C2C=C(N(C2=CC1)CCC=1N=C(OC1C)C1=CC=CC=C1)C (rac-2-ethoxy-3-{2-methyl-1-[2-(5-methyl-2-phenyl-oxazol-4-yl)-ethyl]-1H-indol-5-yl}-propionic acid). As a reaction SMILES: C([O:3][C:4](=[O:20])[CH:5]([O:17][CH2:18][CH3:19])[CH2:6][C:7]1[CH:8]=[C:9]2[C:13](=[CH:14][CH:15]=1)[NH:12][C:11]([CH3:16])=[CH:10]2)C.[CH3:21][C:22]1[O:26][C:25]([C:27]2[CH:32]=[CH:31][CH:30]=[CH:29][CH:28]=2)=[N:24][C:23]=1[CH2:33][CH2:34]OS(C)(=O)=O>>[CH2:18]([O:17][CH:5]([CH2:6][C:7]1[CH:8]=[C:9]2[C:13](=[CH:14][CH:15]=1)[N:12]([CH2:34][CH2:33][C:23]1[N:24]=[C:25]([C:27]3[CH:32]=[CH:31][CH:30]=[CH:29][CH:28]=3)[O:26][C:22]=1[CH3:21])[C:11]([CH3:16])=[CH:10]2)[C:4]([OH:3])=[O:20])[CH3:19]. Procedure details: In analogy to the procedure described in example 44, rac-2-ethoxy-3-(2-methyl-1H-indol-5-yl)-propionic acid ethyl ester (preparation 5) was reacted with methanesulfonic acid 2-(5-methyl-2-phenyl-oxazol-4-yl)-ethyl ester to give rac-2-ethoxy-3-{2-methyl-1-[2-(5-methyl-2-phenyl-oxazol-4-yl)-ethyl]-1H-indol-5-yl}-propionic acid as light yellow viscous oil. Starting materials: Cl.CN(C1=C(C=CC=C1)C(F)(F)F)C1CCNCC1 (methyl-piperidin-4-yl-(2-trifluoromethyl-phenyl)-amine hydrochloride), C1(=CC=CC=C1)C1=CC(=NO1)C(=O)NCC(=O)O ([(5-phenyl-isoxazole-3-carbonyl)-amino]-acetic acid), CCN(C(C)C)C(C)C (DIPEA), C=1C=CC2=C(C1)N=NN2O (HOBt), CCN=C=NCCCN(C)C.Cl (EDCI.HCl). Run in CN(C)C=O (DMF), O (water). Conditions: time 8 hour. The product is CN(C1CCN(CC1)C(CNC(=O)C1=NOC(=C1)C1=CC=CC=C1)=O)C1=C(C=CC=C1)C(F)(F)F (5-phenyl-isoxazole-3-carboxylic acid (2-{4-[methyl-(2-trifluoromethyl-phenyl)-amino]-piperidin-1-yl}-2-oxo-ethyl)-amide). Yield: 14.7%. As a reaction SMILES: [C:1]1([C:7]2[O:11][N:10]=[C:9]([C:12]([NH:14][CH2:15][C:16]([OH:18])=O)=[O:13])[CH:8]=2)[CH:6]=[CH:5][CH:4]=[CH:3][CH:2]=1.CCN(C(C)C)C(C)C.C1C=CC2N(O)N=NC=2C=1.CCN=C=NCCCN(C)C.Cl.Cl.[CH3:51][N:52]([CH:63]1[CH2:68][CH2:67][NH:66][CH2:65][CH2:64]1)[C:53]1[CH:58]=[CH:57][CH:56]=[CH:55][C:54]=1[C:59]([F:62])([F:61])[F:60]>CN(C=O)C.O>[CH3:51][N:52]([C:53]1[CH:58]=[CH:57][CH:56]=[CH:55][C:54]=1[C:59]([F:62])([F:60])[F:61])[CH:63]1[CH2:68][CH2:67][N:66]([C:16](=[O:18])[CH2:15][NH:14][C:12]([C:9]2[CH:8]=[C:7]([C:1]3[CH:2]=[CH:3][CH:4]=[CH:5][CH:6]=3)[O:11][N:10]=2)=[O:13])[CH2:65][CH2:64]1 |f:3.4,5.6|. Procedure details: To a stirred solution of [(5-phenyl-isoxazole-3-carbonyl)-amino]-acetic acid (0.0576 g, 0.00021 mol) in DMF (1 mL), was added DIPEA (0.1317 g, 0.0010 mol), HOBt (0.035 g, 0.00025 mol) and EDCI.HCl (0.049 g, 0.00025 mol) at ambient temperature. After 2 minutes methyl-piperidin-4-yl-(2-trifluoromethyl-phenyl)-amine hydrochloride (0.06 g, 0.00021 mol) was added and the resulting mixture was stirred overnight. The reaction mixture was then diluted with cold water and the product extracted with ethyl... Reactants: O=C([O-])[O-], CN(C)C=O, CN1CCCC1CCCl, Cl, [I-], [K+], [K+], O=C1CCc2cc([N+](=O)[O-])ccc2N1, [Na+], O. The product is CN1CCCC1CCN1C(=O)CCc2cc([N+](=O)[O-])ccc21. Reaction SMILES: [C:27](=[O:28])([O-:29])[O-:30].[CH3:33][N:34]([CH3:35])[CH:36]=[O:37].[Cl:16][CH2:17][CH2:18][CH:19]1[N:20]([CH3:24])[CH2:21][CH2:22][CH2:23]1.[ClH:15].[I-:26].[K+:31].[K+:32].[N+:1](=[O:2])([O-:3])[c:4]1[cH:5][c:6]2[c:11]([cH:12][cH:13]1)[NH:10][C:9](=[O:14])[CH2:8][CH2:7]2.[Na+:25].[OH2:38]>>[N+:1](=[O:2])([O-:3])[c:4]1[cH:5][c:6]2[c:11]([cH:12][cH:13]1)[N:10]([CH2:17][CH2:18][CH:19]1[N:20]([CH3:24])[CH2:21][CH2:22][CH2:23]1)[C:9](=[O:14])[CH2:8][CH2:7]2.